Dataset: the Open Reaction Database (ORD), a public repository of structured organic reaction records. Task: describe an organic reaction: reactants, conditions, products, and yield The reactants are CC(=O)OC(C)=O, CC#N, Clc1cccc2cc(-c3ccncc3)nn12. Yields the product CC(=O)c1c(-c2ccncc2)nn2c(Cl)cccc12. As a reaction SMILES: [CH3:17][C:18](=[O:19])[O:20][C:21](=[O:22])[CH3:23].[CH3:24][C:25]#[N:26].[Cl:1][c:2]1[cH:3][cH:4][cH:5][c:6]2[n:7]1[n:8][c:9](-[c:11]1[cH:12][cH:13][n:14][cH:15][cH:16]1)[cH:10]2>>[Cl:1][c:2]1[cH:3][cH:4][cH:5][c:6]2[n:7]1[n:8][c:9](-[c:11]1[cH:12][cH:13][n:14][cH:15][cH:16]1)[c:10]2[C:18]([CH3:17])=[O:19]. The reactants are [OH-].[Na+] (NaOH), COC(\C=C\C=C(/CCCC)\C1=CC(=CC=C1)OC)=O ((E,E)-5-(3-methoxyphenyl)-2,4-nonadienoic acid methyl ester). Run in CO (methanol). Conditions: time 3 hour. Product: COC=1C=C(C=CC1)/C(=C/C=C/C(=O)O)/CCCC ((E,E)-5-(3-methoxyphenyl)-2,4-nonadienoic acid). The yield is 79.9%. RXN SMILES: C[O:2][C:3](=[O:20])/[CH:4]=[CH:5]/[CH:6]=[C:7](/[C:12]1[CH:17]=[CH:16][CH:15]=[C:14]([O:18][CH3:19])[CH:13]=1)\[CH2:8][CH2:9][CH2:10][CH3:11].[OH-].[Na+]>CO>[CH3:19][O:18][C:14]1[CH:13]=[C:12](/[C:7](/[CH2:8][CH2:9][CH2:10][CH3:11])=[CH:6]/[CH:5]=[CH:4]/[C:3]([OH:20])=[O:2])[CH:17]=[CH:16][CH:15]=1 |f:1.2|. Procedure details: As described in Example 99, (E,E)-5-(3-methoxyphenyl)-2,4-nonadienoic acid methyl ester (6.41 g) was saponified in a refluxing mixture of methanol (30 mL) and 2N NaOH (30 mL). After 3 hours the reaction was worked up in the usual way and the crude acid was crystallized from hexane to furnish 4.86 g of (E,E)-5-(3-methoxyphenyl)-2,4-nonadienoic acid, mp 77.5°-78.5° C.